This data is from the Open Reaction Database (ORD), a public repository of structured organic reaction records. The task is: describe an organic reaction: reactants, conditions, products, and yield The reactants are ClCCl, Cl, [Na+], [OH-], CC(=O)NC1CCCc2cccnc21. Product: NC1CCCc2cccnc21. Reaction SMILES: [Cl:18][CH2:19][Cl:20].[ClH:17].[Na+:16].[OH-:15].[n:1]1[cH:2][cH:3][cH:4][c:5]2[c:10]1[CH:9]([NH:11][C:12](=[O:13])[CH3:14])[CH2:8][CH2:7][CH2:6]2>>[n:1]1[cH:2][cH:3][cH:4][c:5]2[c:10]1[CH:9]([NH2:11])[CH2:8][CH2:7][CH2:6]2. Reactants: N1C=NC=C1 (imidazole), CN(C)C1=NC=CC=C1 (dimethylaminopyridine), [Si](C)(C)(C(C)(C)C)Cl (tert-butyldimethylsilyl chloride), C(C)(C)(C)OC(=O)N1[C@H](C[C@H](C1)O)C(=O)O ((2R,4R)-4-Hydroxy-pyrrolidine-1,2-dicarboxylic acid 1-tert-butyl ester). Run in CN(C)C=O (DMF), CCOC(=O)C (EtOAc). Run at time 8 hour. The product is C(C)(C)(C)OC(=O)N1[C@H](C[C@H](C1)O[Si](C)(C)C(C)(C)C)C(=O)O ((2R,4R)-4-(tert-Butyl-dimethyl-silanyloxy)-pyrrolidine-1,2-dicarboxylic acid 1-tert-butyl ester). As a reaction SMILES: [C:1]([O:5][C:6]([N:8]1[CH2:12][C@H:11]([OH:13])[CH2:10][C@@H:9]1[C:14]([OH:16])=[O:15])=[O:7])([CH3:4])([CH3:3])[CH3:2].N1C=CN=C1.CN(C1C=CC=CN=1)C.[Si:31](Cl)([C:34]([CH3:37])([CH3:36])[CH3:35])([CH3:33])[CH3:32]>CN(C=O)C.CCOC(C)=O>[C:1]([O:5][C:6]([N:8]1[CH2:12][C@H:11]([O:13][Si:31]([C:34]([CH3:37])([CH3:36])[CH3:35])([CH3:33])[CH3:32])[CH2:10][C@@H:9]1[C:14]([OH:16])=[O:15])=[O:7])([CH3:4])([CH3:2])[CH3:3]. Procedure details: (2R,4R)-4-Hydroxy-pyrrolidine-1,2-dicarboxylic acid 1-tert-butyl ester (1.5 g, 6.5 mmol) was dissolved in 20 mL DMF, added imidazole (1.1 g, 16 mmol), dimethylaminopyridine (80 mg, 0.65 mmol), and tert-butyldimethylsilyl chloride (1.08 g, 7.1 mmol). Stirred at ambient temperature overnight, dissolved in 150 mL EtOAc, washed with 10% citric acid (3×100 mL), water (2×100 mL), brine, dried with MgSO4, filtered, and concentrated. Redissolved in 50 mL CHCl3 and reconcentrated to yield title compound ... Reaction SMILES: C[O:2][C:3]([C@H:5]1[CH2:13][C:12]2[C:7](=[CH:8][CH:9]=[CH:10][CH:11]=2)[N:6]1[S:14]([C:17]1[CH:22]=[CH:21][C:20]([O:23][CH2:24][CH2:25][CH2:26][O:27][C:28]2[CH:33]=[CH:32][C:31]([O:34][C:35]3[CH:40]=[CH:39][CH:38]=[CH:37][CH:36]=3)=[CH:30][C:29]=2[CH2:41][CH2:42][CH3:43])=[CH:19][CH:18]=1)(=[O:16])=[O:15])=[O:4].[OH-].[Na+].O1CCCC1>CO>[O:34]([C:31]1[CH:32]=[CH:33][C:28]([O:27][CH2:26][CH2:25][CH2:24][O:23][C:20]2[CH:21]=[CH:22][C:17]([S:14]([N:6]3[C:7]4[C:12](=[CH:11][CH:10]=[CH:9][CH:8]=4)[CH2:13][C@@H:5]3[C:3]([OH:4])=[O:2])(=[O:16])=[O:15])=[CH:18][CH:19]=2)=[C:29]([CH2:41][CH2:42][CH3:43])[CH:30]=1)[C:35]1[CH:40]=[CH:39][CH:38]=[CH:37][CH:36]=1 |f:1.2|. Procedure: To a mixture of the title D compound, (R)-1-{4-[3-(4-phenoxy-2-propyl-phenoxy)-propoxy]-benzenesulfonyl}-2,3-dihydro-1H-indole-2-carboxylic acid methyl ester (1.47 g, 2.44 mmol) in methanol (50 mL) under nitrogen at room temperature is added 1N aqueous sodium hydroxide (4.9 mL, 4.9 mmol) dropwise. Upon complete addition, the mixture is stirred at room temperature for 45 minutes, at which time 5 mL of tetrahydrofuran is added to facilitate the dissolution of the starting material. The mixture is ... Solvent: CO (methanol). Isolated yield 71.1%. The reactants are [OH-].[Na+] (sodium hydroxide), COC(=O)[C@@H]1N(C2=CC=CC=C2C1)S(=O)(=O)C1=CC=C(C=C1)OCCCOC1=C(C=C(C=C1)OC1=CC=CC=C1)CCC ((R)-1-{4-[3-(4-phenoxy-2-propyl-phenoxy)-propoxy]-benzenesulfonyl}-2,3-dihydro-1H-indole-2-carboxylic acid methyl ester), O1CCCC1 (tetrahydrofuran). Yields the product O(C1=CC=CC=C1)C1=CC(=C(OCCCOC2=CC=C(C=C2)S(=O)(=O)N2[C@H](CC3=CC=CC=C23)C(=O)O)C=C1)CCC ((R)-1-{4-[3-(4-phenoxy-2-propyl-phenoxy)-propoxy]-benzenesulfonyl}-2,3-dihydro-1H-indole-2-carboxylic acid). Reaction conditions: time 8 hour. The reactants are CC#N, CC(C)(C)OC(=O)NCCCOCCOCCOCCCNC(=O)CCl, [K+], [K+], NCCCOCCOCCOCCCN, O=C([O-])[O-]. Yields the product CC(C)(C)OC(=O)NCCCOCCOCCOCCCNC(=O)CNCCCOCCOCCOCCCN. RXN SMILES: [CH3:48][C:49]#[N:50].[Cl:22][CH2:23][C:24]([NH:25][CH2:26][CH2:27][CH2:28][O:29][CH2:30][CH2:31][O:32][CH2:33][CH2:34][O:35][CH2:36][CH2:37][CH2:38][NH:39][C:40]([O:41][C:42]([CH3:43])([CH3:44])[CH3:45])=[O:46])=[O:47].[K+:16].[K+:17].[NH2:1][CH2:2][CH2:3][CH2:4][O:5][CH2:6][CH2:7][O:8][CH2:9][CH2:10][O:11][CH2:12][CH2:13][CH2:14][NH2:15].[O-:18][C:19]([O-:20])=[O:21]>>[NH:1]([CH2:2][CH2:3][CH2:4][O:5][CH2:6][CH2:7][O:8][CH2:9][CH2:10][O:11][CH2:12][CH2:13][CH2:14][NH2:15])[CH2:23][C:24]([NH:25][CH2:26][CH2:27][CH2:28][O:29][CH2:30][CH2:31][O:32][CH2:33][CH2:34][O:35][CH2:36][CH2:37][CH2:38][NH:39][C:40]([O:41][C:42]([CH3:43])([CH3:44])[CH3:45])=[O:46])=[O:47]. The reactants are BrB(Br)Br, COc1ccc2c(c1)C1(N)CC=CCC1CC2, ClCCl, Cl. As a reaction SMILES: [B:19]([Br:20])([Br:21])[Br:22].[CH3:2][O:3][c:4]1[cH:5][c:6]2[c:15]([cH:16][cH:17]1)[CH2:14][CH2:13][CH:12]1[C:7]2([NH2:18])[CH2:8][CH:9]=[CH:10][CH2:11]1.[Cl:23][CH2:24][Cl:25].[ClH:1]>>[OH:3][c:4]1[cH:5][c:6]2[c:15]([cH:16][cH:17]1)[CH2:14][CH2:13][CH:12]1[C:7]2([NH2:18])[CH2:8][CH:9]=[CH:10][CH2:11]1. Product: NC12CC=CCC1CCc1ccc(O)cc12. The reactants are C(C)(=O)OCC (ethyl acetate), OC=1C=C(C(=O)OC)C=C(C1)O[C@@H]1COCC1 (methyl 3-hydroxy-5-[(3S)-tetrahydrofuran-3-yloxy]benzoate), FC1=CC2=C(C(N(CO2)C)=O)C=C1 (7-fluoro-3-methyl-2,3-dihydro-4H-1,3-benzoxazin-4-one), C([O-])([O-])=O.[K+].[K+] (potassium carbonate). The solvent is C(C)#N (acetonitrile). Conditions: temperature 160 celsius, time 10 hour. Yields the product CN1COC2=C(C1=O)C=CC(=C2)OC=2C=C(C(=O)OC)C=C(C2)O[C@@H]2COCC2 (Methyl 3-[(3-methyl-4-oxo-3,4-dihydro-2H-1,3-benzoxazin-7-yl)oxy]-5-[(3S)-tetrahydrofuran-3-yloxy]benzoate). Isolated yield 39.0%. RXN SMILES: [OH:1][C:2]1[CH:3]=[C:4]([CH:9]=[C:10]([O:12][C@H:13]2[CH2:17][CH2:16][O:15][CH2:14]2)[CH:11]=1)[C:5]([O:7][CH3:8])=[O:6].F[C:19]1[CH:30]=[CH:29][C:22]2[C:23](=[O:28])[N:24]([CH3:27])[CH2:25][O:26][C:21]=2[CH:20]=1.C(=O)([O-])[O-].[K+].[K+].C(OCC)(=O)C>C(#N)C>[CH3:27][N:24]1[C:23](=[O:28])[C:22]2[CH:29]=[CH:30][C:19]([O:1][C:2]3[CH:3]=[C:4]([CH:9]=[C:10]([O:12][C@H:13]4[CH2:17][CH2:16][O:15][CH2:14]4)[CH:11]=3)[C:5]([O:7][CH3:8])=[O:6])=[CH:20][C:21]=2[O:26][CH2:25]1 |f:2.3.4|. Procedure details: A mixture of methyl 3-hydroxy-5-[(3S)-tetrahydrofuran-3-yloxy]benzoate (184 mg, 0.77 mmol), 7-fluoro-3-methyl-2,3-dihydro-4H-1,3-benzoxazin-4-one (140 mg, 0.77 mmol) and potassium carbonate (214 mg, 1.54 mmol) in acetonitrile (5 mL) was stirred in a microwave reactor at 160° C. for 10 hours then reduced in vacuo and ethyl acetate (50 mL) added. The organics were washed with brine (50 mL), dried (MgSO4), and reduced in vacuo and the crude oil purified by chromatography on silica, eluting with 30%... The reactants are N1(C=NC=C1)CCC#CN (4-(1H-imidazol-1-yl)-butynamine), [OH-].[Na+] (sodium hydroxide), [OH-].[Na+] (sodium hydroxide), ClC1=CC=C(C(=O)Cl)C=C1 (4-chlorobenzoyl chloride). Solvent: C(Cl)Cl (methylene chloride). Conditions: time 18 hour. Yields the product ClC1=CC=C(C(=O)NCC#CCN2C=NC=C2)C=C1 (4-Chloro-N-[4-(1H-imidazol-1-yl)-2-butynyl]benzamide). As a reaction SMILES: [N:1]1([CH2:6][CH2:7][C:8]#[C:9][NH2:10])[CH:5]=[CH:4][N:3]=[CH:2]1.[OH-].[Na+].[Cl:13][C:14]1[CH:22]=[CH:21][C:17]([C:18](Cl)=[O:19])=[CH:16][CH:15]=1>C(Cl)Cl>[Cl:13][C:14]1[CH:22]=[CH:21][C:17]([C:18]([NH:10][CH2:9][C:8]#[C:7][CH2:6][N:1]2[CH:5]=[CH:4][N:3]=[CH:2]2)=[O:19])=[CH:16][CH:15]=1 |f:1.2|. Reported procedure: A mixture of 2.68 g. of 4-(1H-imidazol-1-yl)-butynamine, 20 ml. of 1N sodium hydroxide and 75 ml. of methylene chloride was stirred and 2.6 ml. of 4-chlorobenzoyl chloride was added. The mixture was stirred for 18 hours, 5 ml. of 1N sodium hydroxide was added and the layers were separated. The organic layer was washed with water, dried over magnesium sulfate and concentrated to obtain the desired compound. Reactants: CCO, COc1c(C)c[n+]([O-])c(Cn2cc(C#CCCO)c3c(Cl)nc(NC(=O)C(C)(C)C)nc32)c1C. The product is COc1c(C)c[n+]([O-])c(Cn2cc(C#CCCO)c3c(Cl)nc(N)nc32)c1C. Reaction SMILES: [CH3:35][CH2:36][OH:37].[Cl:1][c:2]1[c:3]2[c:4]([n:5][c:6]([NH:8][C:9](=[O:10])[C:11]([CH3:12])([CH3:13])[CH3:14])[n:7]1)[n:15]([CH2:23][c:24]1[n+:25]([O-:34])[cH:26][c:27]([CH3:33])[c:28]([O:31][CH3:32])[c:29]1[CH3:30])[cH:16][c:17]2[C:18]#[C:19][CH2:20][CH2:21][OH:22]>>[Cl:1][c:2]1[c:3]2[c:4]([n:5][c:6]([NH2:8])[n:7]1)[n:15]([CH2:23][c:24]1[n+:25]([O-:34])[cH:26][c:27]([CH3:33])[c:28]([O:31][CH3:32])[c:29]1[CH3:30])[cH:16][c:17]2[C:18]#[C:19][CH2:20][CH2:21][OH:22]. Reactants: COC(CCC(C1=CC2=C(OC3=C2C=CC=C3)C=C1)=O)=O (γ-oxo-2-dibenzofuranbutyric acid methyl ester), COC(CCC(C=1C=CC2=C(OC3=C2C=CC=C3)C1)=O)=O (γ-oxo-3-dibenzofuranbutyric acid methyl ester). The product is O=C(CCC(=O)O)C=1C=CC2=C(OC3=C2C=CC=C3)C1 (γ-oxo-3-dibenzofuranbutyric acid). Reaction SMILES: COC(=O)CCC(=O)C1C=CC2OC3C=CC=CC=3C=2C=1.C[O:23][C:24](=[O:42])[CH2:25][CH2:26][C:27](=[O:41])[C:28]1[CH:29]=[CH:30][C:31]2[C:35]3[CH:36]=[CH:37][CH:38]=[CH:39][C:34]=3[O:33][C:32]=2[CH:40]=1>>[O:41]=[C:27]([C:28]1[CH:29]=[CH:30][C:31]2[C:35]3[CH:36]=[CH:37][CH:38]=[CH:39][C:34]=3[O:33][C:32]=2[CH:40]=1)[CH2:26][CH2:25][C:24]([OH:42])=[O:23]. Procedure: In the same manner but replacing γ-oxo-2-dibenzofuranbutyric acid methyl ester with an equivalent amount of γ-oxo-3-dibenzofuranbutyric acid methyl ester, described in Example 4, there is obtained γ-oxo-3-dibenzofuranbutyric acid, m.p. 208° - 210°C., after recrystallization from ethanol. Starting materials: C1CNCCN1, CN(C)C=O, Cc1cc2cc(NC(=O)c3ccc(F)c(C(F)(F)F)c3)ccc2[nH]1. The product is Cc1cc2cc(NC(=O)c3ccc(N4CCNCC4)c(C(F)(F)F)c3)ccc2[nH]1. As a reaction SMILES: [CH2:25]1[CH2:26][NH:27][CH2:28][CH2:29][NH:30]1.[CH3:31][N:32]([CH3:33])[CH:34]=[O:35].[F:1][c:2]1[c:3]([C:21]([F:22])([F:23])[F:24])[cH:4][c:5]([C:6](=[O:7])[NH:8][c:9]2[cH:10][c:11]3[cH:12][c:13]([CH3:18])[nH:14][c:15]3[cH:16][cH:17]2)[cH:19][cH:20]1>>[c:2]1([N:27]2[CH2:26][CH2:25][NH:30][CH2:29][CH2:28]2)[c:3]([C:21]([F:22])([F:23])[F:24])[cH:4][c:5]([C:6](=[O:7])[NH:8][c:9]2[cH:10][c:11]3[cH:12][c:13]([CH3:18])[nH:14][c:15]3[cH:16][cH:17]2)[cH:19][cH:20]1.